From a dataset of the Open Reaction Database (ORD), a public repository of structured organic reaction records. describe an organic reaction: reactants, conditions, products, and yield Yields the product C(C1=CC=CC=C1)OCCNC(C(=O)OCC)(C)C (ethyl 2-(2-benzyloxyethylamino)-2-methylpropionate). Run in O (water). Procedure: A mixture of 2-benzyloxyethylamine (50 g), ethyl 2-bromo-2-methylpropionate (97.5 g) and N-methyl-2-pyrrolidone (1 l) was heated at 100° C. for 7 h. The mixture was cooled to room temperature, water was added and the resulting mixture was extracted with ethyl acetate (2×500 ml). The combined organic phases were washed with water (4×500 ml) and brine (2×500 ml), dried (Na2SO4) and the solvents were evaporated in vacuo. Purification of the remaining oil by column chromatography on silica gel (ethy... Conditions: temperature 100 celsius. As a reaction SMILES: [CH2:1]([O:8][CH2:9][CH2:10][NH2:11])[C:2]1[CH:7]=[CH:6][CH:5]=[CH:4][CH:3]=1.Br[C:13]([CH3:20])([CH3:19])[C:14]([O:16][CH2:17][CH3:18])=[O:15].CN1CCCC1=O>O>[CH2:1]([O:8][CH2:9][CH2:10][NH:11][C:13]([CH3:20])([CH3:19])[C:14]([O:16][CH2:17][CH3:18])=[O:15])[C:2]1[CH:7]=[CH:6][CH:5]=[CH:4][CH:3]=1. Starting materials: C(C1=CC=CC=C1)OCCN (2-benzyloxyethylamine), BrC(C(=O)OCC)(C)C (ethyl 2-bromo-2-methylpropionate), CN1C(CCC1)=O (N-methyl-2-pyrrolidone). Reactants: N(=[N+]=[N-])C1CCC=2C(=CC=C(C2C1)NC(C)=O)Br (N-(7-azido-4-bromo-5,6,7,8-tetrahydronaphthalen-1-yl)-acetamide), [N+](=O)(O)[O-] (nitric acid). Run at time 2 hour. Yields the product N(=[N+]=[N-])C1CCC=2C(=CC(=C(C2C1)NC(C)=O)[N+](=O)[O-])Br (N-(7-azido-4-bromo-2-nitro-5,6,7,8-tetrahydronaphthalen-1-yl) acetamide). Isolated yield 81.0%. As a reaction SMILES: [N:1]([CH:4]1[CH2:13][C:12]2[C:11]([NH:14][C:15](=[O:17])[CH3:16])=[CH:10][CH:9]=[C:8]([Br:18])[C:7]=2[CH2:6][CH2:5]1)=[N+:2]=[N-:3].[N+:19]([O-])([OH:21])=[O:20]>>[N:1]([CH:4]1[CH2:13][C:12]2[C:11]([NH:14][C:15](=[O:17])[CH3:16])=[C:10]([N+:19]([O-:21])=[O:20])[CH:9]=[C:8]([Br:18])[C:7]=2[CH2:6][CH2:5]1)=[N+:2]=[N-:3]. Procedure: A solution of N-(7-azido-4-bromo-5,6,7,8-tetrahydronaphthalen-1-yl)-acetamide (1.5 g) was cooled in an ice bath and treated with fuming nitric acid (2 mL). After stirring for 2 h the solvent was removed by rotoevaporation and water was added to the residue to give a solid. The product was collected by filtration and dried (1.1 g, 81% yield).